Dataset: the Open Reaction Database (ORD), a public repository of structured organic reaction records. Task: describe an organic reaction: reactants, conditions, products, and yield The reactants are CC(=O)O, O=C1CCC(=O)N1I, O=C1Cc2ccccc2N1, O. Product: O=C1Cc2cc(I)ccc2N1. As a reaction SMILES: [CH3:20][C:21](=[O:22])[OH:23].[I:11][N:12]1[C:13](=[O:14])[CH2:15][CH2:16][C:17]1=[O:18].[NH:1]1[C:2](=[O:10])[CH2:3][c:4]2[cH:5][cH:6][cH:7][cH:8][c:9]21.[OH2:19]>>[NH:1]1[C:2](=[O:10])[CH2:3][c:4]2[cH:5][c:6]([I:11])[cH:7][cH:8][c:9]21. Starting materials: C(C)(C)(C)N1N=CC(=C1C1=CC=C(C=C1)OC)C=1SC=C(N1)CO ((2-(1-(tert-butyl)-5-(4-methoxyphenyl)-1H-pyrazol-4-yl)thiazol-4-yl)methanol), TEA, O (Water). Solvent: CS(=O)C (DMSO). Conditions: time 14 hour. Yields the product C(C)(C)(C)N1N=CC(=C1C1=CC=C(C=C1)OC)C=1SC=C(N1)C=O (2-(1-(tert-butyl)-5-(4-methoxyphenyl)-1H-pyrazol-4-yl)thiazole-4-carbaldehyde). The yield is 92.2%. As a reaction SMILES: [C:1]([N:5]1[C:9]([C:10]2[CH:15]=[CH:14][C:13]([O:16][CH3:17])=[CH:12][CH:11]=2)=[C:8]([C:18]2[S:19][CH:20]=[C:21]([CH2:23][OH:24])[N:22]=2)[CH:7]=[N:6]1)([CH3:4])([CH3:3])[CH3:2].O>CS(C)=O>[C:1]([N:5]1[C:9]([C:10]2[CH:11]=[CH:12][C:13]([O:16][CH3:17])=[CH:14][CH:15]=2)=[C:8]([C:18]2[S:19][CH:20]=[C:21]([CH:23]=[O:24])[N:22]=2)[CH:7]=[N:6]1)([CH3:3])([CH3:4])[CH3:2]. Procedure details: To a solution of the compound (663 mg, 1.93 mmol) obtained in step 2 and TEA (0.807 mL, 5.79 mmol) in DMSO (14 mL) was added a sulfur trioxide-pyridine complex (922 mg, 5.79 mmol) at room temperature, and the mixture was stirred at room temperature for 14 hr. Water was added to the reaction mixture, and the mixture was extracted with ethyl acetate. The organic layer was washed with water and dried, and the solvent was evaporated under reduced pressure. The obtained residue was purified by silica... Starting materials: CCOC(C)=O, CCc1ccccc1N=C=S, CN(C)C=O, Nc1nccs1. Yields the product CCc1ccccc1NC(=S)Nc1nccs1. RXN SMILES: [CH3:18][CH2:19][O:20][C:21](=[O:22])[CH3:23].[CH3:1][CH2:2][c:3]1[c:4]([N:9]=[C:10]=[S:11])[cH:5][cH:6][cH:7][cH:8]1.[CH3:24][N:25]([CH3:26])[CH:27]=[O:28].[NH2:12][c:13]1[s:14][cH:15][cH:16][n:17]1>>[CH3:1][CH2:2][c:3]1[c:4]([NH:9][C:10](=[S:11])[NH:12][c:13]2[s:14][cH:15][cH:16][n:17]2)[cH:5][cH:6][cH:7][cH:8]1.